Dataset: the Open Reaction Database (ORD), a public repository of structured organic reaction records. Task: describe an organic reaction: reactants, conditions, products, and yield Starting materials: O=C(CCl)Nc1ccc(Cl)cc1C(=O)c1ccccc1, N. Product: O=C1CN=C(c2ccccc2)c2cc(Cl)ccc2N1. Reaction SMILES: [Cl:1][CH2:2][C:3](=[O:4])[NH:5][c:6]1[c:7]([C:8](=[O:9])[c:10]2[cH:11][cH:12][cH:13][cH:14][cH:15]2)[cH:16][c:17]([Cl:20])[cH:18][cH:19]1.[NH3:21]>>[CH2:2]1[C:3](=[O:4])[NH:5][c:6]2[c:7]([cH:16][c:17]([Cl:20])[cH:18][cH:19]2)[C:8]([c:10]2[cH:11][cH:12][cH:13][cH:14][cH:15]2)=[N:21]1. Reactants: CC(C)(C#N)N=NC(C)(C)C#N (AIBN), C(CCC)[SnH](CCCC)CCCC (tri-n-butyltinhydride), C=1(C(=CC=CC1)S(=O)(=O)N1C2CCCCCCC(C(C1)=C2)C(CCC)OC(OC2=CC=CC=C2)=S)C (Thiocarbonic Acid O-phenyl ester O-(1-(10-(toluenesulfonyl)-10-azabicyclo[7.2.1]dodec-1(12)-en-2-yl)butyl) ester). Solvent: C1(=CC=CC=C1)C (toluene). Reaction conditions: temperature 75 celsius. Yields the product C(CCC)C1C=2CN(C(CCCCCC1)C2)S(=O)(=O)C=2C(=CC=CC2)C (2-butyl-10-(toluenesulfonyl)-10-azabicyclo[7.2.1]dodec-1(12)-ene). As a reaction SMILES: CC(N=NC(C#N)(C)C)(C#N)C.C([SnH](CCCC)CCCC)CCC.[C:26]1([CH3:61])[C:27]([S:32]([N:35]2[CH2:45][C:44]3=[CH:46][CH:36]2[CH2:37][CH2:38][CH2:39][CH2:40][CH2:41][CH2:42][CH:43]3[CH:47](OC(=S)OC2C=CC=CC=2)[CH2:48][CH2:49][CH3:50])(=[O:34])=[O:33])=[CH:28][CH:29]=[CH:30][CH:31]=1>C1(C)C=CC=CC=1>[CH2:47]([CH:43]1[CH2:42][CH2:41][CH2:40][CH2:39][CH2:38][CH2:37][CH:36]2[CH:46]=[C:44]1[CH2:45][N:35]2[S:32]([C:27]1[C:26]([CH3:61])=[CH:31][CH:30]=[CH:29][CH:28]=1)(=[O:33])=[O:34])[CH2:48][CH2:49][CH3:50]. Procedure details: AIBN (0.20 mmol) and tri-n-butyltinhydride (2.0 mmol) are added to a solution of the product of Example 7 (1 mmol) in toluene (10 mL). The mixture is stirred at 75° C. until reaction is complete as detected by thin-layer chromatography. Solvent is removed under reduced pressure and the residue is purified using high-performance liquid chromatography, affording the above-titled compound.